Dataset: the Open Reaction Database (ORD), a public repository of structured organic reaction records. Task: describe an organic reaction: reactants, conditions, products, and yield The reactants are CS(=O)(=O)C1=NSC(=N1)N1CCSCC1 (3-methylsulfonyl-5-(thiomorpholino)-1,2,4-thiadiazole), C(C#CC)O (2-butyn-1-ol), [H-].[Na+] (sodium hydride). The solvent is O1CCCC1 (tetrahydrofuran). Run at time 1 hour. Yields the product C(C#CC)OC1=NSC(=N1)N1CCSCC1 (3-(2-butynyloxy)-5-thiomorpholino-1,2,4-thiadiazole). The yield is 64.2%. Reaction SMILES: CS([C:5]1[N:9]=[C:8]([N:10]2[CH2:15][CH2:14][S:13][CH2:12][CH2:11]2)[S:7][N:6]=1)(=O)=O.[CH2:16]([OH:20])[C:17]#[C:18][CH3:19].[H-].[Na+]>O1CCCC1>[CH2:16]([O:20][C:5]1[N:9]=[C:8]([N:10]2[CH2:11][CH2:12][S:13][CH2:14][CH2:15]2)[S:7][N:6]=1)[C:17]#[C:18][CH3:19] |f:2.3|. Procedure: In 3 ml of tetrahydrofuran were dissolved 398 mg of 3-methylsulfonyl-5-(thiomorpholino)-1,2,4-thiadiazole and 180 mg of 2-butyn-1-ol, and 102 mg of sodium hydride (oil suspension; content: 60 weight %) was added at room temperature. The mixture was stirred at room temperature for 1 hour. The reaction mixture was concentrated. The residue was subjected to recrystallization from a mixed solvent of hexane-ethyl acetate to obtain 246 mg of 3-(2-butynyloxy)-5-thiomorpholino-1,2,4-thiadiazole (hereina... Starting materials: CO, Cl, CCOC(=O)C(Cc1ccc(OC)cc1)C(O)c1ccc(F)cc1, [H-], [Na+], O. The product is COc1ccc(CC(C(=O)O)C(O)c2ccc(F)cc2)cc1. Reaction SMILES: [CH3:29][OH:30].[ClH:27].[F:1][c:2]1[cH:3][cH:4][c:5]([CH:8]([CH:9]([C:10](=[O:11])[O:12][CH2:13][CH3:14])[CH2:15][c:16]2[cH:17][cH:18][c:19]([O:22][CH3:23])[cH:20][cH:21]2)[OH:24])[cH:6][cH:7]1.[H-:25].[Na+:26].[OH2:28]>>[F:1][c:2]1[cH:3][cH:4][c:5]([CH:8]([CH:9]([C:10](=[O:11])[OH:12])[CH2:15][c:16]2[cH:17][cH:18][c:19]([O:22][CH3:23])[cH:20][cH:21]2)[OH:24])[cH:6][cH:7]1. The reactants are [Na+], O=C([O-])O, OCCO, COc1cc(C=C(C(=O)O)c2ccccc2)ccc1O. The product is COc1cc(C=Cc2ccccc2)ccc1O. As a reaction SMILES: [Na+:25].[O-:21][C:22]([OH:23])=[O:24].[OH:26][CH2:27][CH2:28][OH:29].[c:1]1([C:7]([C:8]([OH:9])=[O:10])=[CH:11][c:12]2[cH:13][c:14]([O:19][CH3:20])[c:15]([OH:18])[cH:16][cH:17]2)[cH:2][cH:3][cH:4][cH:5][cH:6]1>>[c:1]1([CH:7]=[CH:11][c:12]2[cH:13][c:14]([O:19][CH3:20])[c:15]([OH:18])[cH:16][cH:17]2)[cH:2][cH:3][cH:4][cH:5][cH:6]1. Procedure details: 84 mmol of 2-(benzofuran-3-yl)-1-bromoethane, 67 mmol of piperazine and 56 mmol of potassium carbonate are added to 200 ml of acetonitrile. After refluxing for 4 hours, the reaction mixture is cooled and then concentrated. The residue is taken up in dichloromethane, is washed with water, dried, filtered and then concentrated under reduced pressure. Chromatography over silica gel (dichloromethane/ethanol: 90/10) allows the expected product to be isolated. Run in C(C)#N (acetonitrile). The reactants are O1C=C(C2=C1C=CC=C2)CCBr (2-(benzofuran-3-yl)-1-bromoethane), N1CCNCC1 (piperazine), C([O-])([O-])=O.[K+].[K+] (potassium carbonate). As a reaction SMILES: [O:1]1[C:5]2[CH:6]=[CH:7][CH:8]=[CH:9][C:4]=2[C:3]([CH2:10][CH2:11]Br)=[CH:2]1.[NH:13]1[CH2:18][CH2:17][NH:16][CH2:15][CH2:14]1.C(=O)([O-])[O-].[K+].[K+]>C(#N)C>[O:1]1[C:5]2[CH:6]=[CH:7][CH:8]=[CH:9][C:4]=2[C:3]([CH2:10][CH2:11][N:13]2[CH2:18][CH2:17][NH:16][CH2:15][CH2:14]2)=[CH:2]1 |f:2.3.4|. Yields the product O1C=C(C2=C1C=CC=C2)CCN2CCNCC2 (1-[2-(Benzofuran-3-yl)ethyl]piperazine). Reactants: C(CCC)[Li] (n-butyl lithium), CN(CCNC)C (N,N,N′-trimethylethylenediamine), Cl (HCl), C(CCC)[Li] (n-butyl lithium), COC=1C=C(C=O)C=CC1 (3-methoxybenzaldehyde), ClC(C(Cl)(Cl)Cl)(Cl)Cl (hexachloroethane). The solvent is O1CCCC1 (tetrahydrofuran), O (water), O1CCCC1 (tetrahydrofuran), O1CCCC1 (tetrahydrofuran). Run at temperature -70 celsius, time 2 hour. Product: ClC1=C(C=O)C=CC=C1OC (2-Chloro-3-methoxybenzaldehyde). As a reaction SMILES: C([Li])CCC.CN(C)CCNC.[CH3:13][O:14][C:15]1[CH:16]=[C:17]([CH:20]=[CH:21][CH:22]=1)[CH:18]=[O:19].[Cl:23]C(Cl)(Cl)C(Cl)(Cl)Cl.Cl>O1CCCC1.O>[Cl:23][C:16]1[C:15]([O:14][CH3:13])=[CH:22][CH:21]=[CH:20][C:17]=1[CH:18]=[O:19]. Reported procedure: At 40° C. n-butyl lithium (6.25 mL, 1.6 M in hexane) was added to a solution of N,N,N′-trimethylethylenediamine (1.27 mL) in 10 mL tetrahydrofuran. After 15 min. the reaction mixture was cooled to −70° C. and a solution of 3-methoxybenzaldehyde (1.22 mL) in 5 mL of tetrahydrofuran was added. The reaction mixture was allowed to warm to 0° C. and was cooled again to −70° C. and n-butyl lithium (6.25 mL, 1.6 M in hexane) was added. The reaction mixture was allowed to warm to 10° C. and was cooled a... The reactants are O=C([O-])[O-], CSCC1COCc2nc3c(N)nc4ccccc4c3n21, ClC(Cl)Cl, [Na+], [Na+], O, O=C(OO)c1cccc(Cl)c1. Yields the product CS(=O)(=O)CC1COCc2nc3c(N)nc4ccccc4c3n21. RXN SMILES: [C:33](=[O:34])([O-:35])[O-:36].[CH3:1][S:2][CH2:3][CH:4]1[CH2:5][O:6][CH2:7][c:8]2[n:9]1[c:10]1[c:11]([c:12]([NH2:20])[n:13][c:14]3[cH:15][cH:16][cH:17][cH:18][c:19]13)[n:21]2.[Cl:40][CH:41]([Cl:42])[Cl:43].[Na+:37].[Na+:38].[OH2:39].[OH:22][O:23][C:24]([c:25]1[cH:26][c:27]([Cl:28])[cH:29][cH:30][cH:31]1)=[O:32]>>[CH3:1][S:2]([CH2:3][CH:4]1[CH2:5][O:6][CH2:7][c:8]2[n:9]1[c:10]1[c:11]([c:12]([NH2:20])[n:13][c:14]3[cH:15][cH:16][cH:17][cH:18][c:19]13)[n:21]2)(=[O:22])=[O:39].